From a dataset of the Open Reaction Database (ORD), a public repository of structured organic reaction records. describe an organic reaction: reactants, conditions, products, and yield Reactants: C1=C(C=CC2=CC=CC=C12)O (2-naphthol), BrCCO (2-bromoethanol), C[O-].[Na+] (sodium methoxide). Run in C(C)O (ethanol). Run at time 2 day. The product is C1=C(C=CC2=CC=CC=C12)OCCO (2-(2-Naphthyloxy)ethanol). Reaction SMILES: [CH:1]1[C:10]2[C:5](=[CH:6][CH:7]=[CH:8][CH:9]=2)[CH:4]=[CH:3][C:2]=1[OH:11].Br[CH2:13][CH2:14][OH:15].C[O-].[Na+]>C(O)C>[CH:1]1[C:10]2[C:5](=[CH:6][CH:7]=[CH:8][CH:9]=2)[CH:4]=[CH:3][C:2]=1[O:11][CH2:13][CH2:14][OH:15] |f:2.3|. Procedure details: A solution of 14.4 g. of 2-naphthol, 12.1 g. of 2-bromoethanol and 5.9 g. of sodium methoxide in 100 ml. of ethanol is allowed to stand two days at room temperature. The solvent is removed under vacuum and the residue extracted with ether. The ether extract is washed with water, dried (magnesium sulfate) and the solvent removed under vacuum to give crystals, m.p. 65°-70° C. Starting materials: N-[2-(3,4-Dichlorophenyl)-4-[4-(H-ethylacetamido)-piperidino]butyl]-H-methylbenzamide, ClC=1C=C(C=CC1Cl)C(CN(C(C1=CC=CC=C1)=O)C)CCN1CCC(CC1)N(C(CCC)=O)CC (N-[2-(3,4-Dichlorophenyl)-4-[4-(N-ethylbutyramido)-piperidino]butyl]-N-methylbenzamide), ClC=1C=C(C=CC1Cl)C(CN(C(C1=CC=CC=C1)=O)C)CCN1CCC(CC1)N(C(C)=O)C (N-[2-(3,4-Dichlorophenyl)-4-[4-(N-methylacetamido)-piperidino]butyl]-N-methylbenzamide), ClC=1C=C(C=CC1Cl)C(CN(C(C1=CC=CC=C1)=O)C)CCN1CCC(CC1)N(C=O)CC (N-[2-(3,4-Dichlorophenyl)-4-[4-(N-ethylformamido)-piperidino]butyl]-N-methylbenzamide), ClC=1C=C(C=CC1Cl)C(CN(C(C1=CC=CC=C1)=O)C)CCN1CCC(CC1)N(C(=O)NC)CC (N-[2-(3,4-Dichlorophenyl)-4-[4-(N-ethyl-N'-methylureido)-piperidino]butyl]-N-methylbenzamide), ClC=1C=C(C=CC1Cl)C(CN(C(C1=CC=CC=C1)=O)C)CCN1CCC(CC1)N(C(C)=O)C(C)C (N-[2-(3,4-Dichlorophenyl)-4-[4-(N-isopropylacetamido)piperidino]butyl]-N-methylbenzamide), ClC=1C=C(C=CC1Cl)C(CN(C(C1=CC=CC=C1)=O)C)CCN1CCC(CC1)N(C(=O)N(C)C)CC (N-[2-(3,4-Dichlorophenyl)-4-[4-(N-ethyl-N',N'-dimethyl-ureido)piperidino]butyl]-N-methylbenzamide), ClC=1C=C(C=CC1Cl)C(CN(C(C1=CC=CC=C1)=O)C)CCN1CCC(CC1)N(C(CC)=O)CC (N-[2-(3,4-Dichlorophenyl)-4-[4-(N-ethylpropionamido)piperidino]butyl]-N-methylbenzamide), ClC=1C=C(C=CC1Cl)C(CN(C(C1=CC=CC=C1)=O)C)CCN1CCC(CC1)N(C(C)=O)CCC (N-[2-(3,4-Dichlorophenyl)-4-[4-(N-propylacetamido)-piperidino]-butyl]-N-methylbenzamide), C(CCC)N(C(C)=O)C1CCN(CC1)CCC(CN(C(C1=CC=CC=C1)=O)C)C1=CC(=C(C=C1)Cl)Cl (N-[4-[4-(N-Butylacetamido)-piperidino]-2-(3,4-dichloro-phenyl)butyl]-N-methylbenzamide), ClC=1C=C(C=CC1Cl)C(CN(C(C1=CC=CC=C1)=O)C)CCN1CCC(CC1)N(C(C)=O)CCCCCC (N-[2-(3,4-Dichlorophenyl)-4-[4-(N-hexylacetamido)-piperidino]butyl]-N-methylbenzamide), ClC=1C=C(C=CC1Cl)C(CN(C(C1=CC=CC=C1)=O)C)CCN1CCC(CC1)N(C(C(F)(F)F)=O)CC (N-[2-(3,4-Dichlorophenyl)-4-[4-(N-ethyltrifluoroacetamido)piperidino]-butyl]-N-methylbenzamide), ClC=1C=C(C=CC1Cl)C(CN(C(C1=CC=CC=C1)=O)C)CCN1CCC(CC1)N(C(C(C)C)=O)CC (N-[2-(3,4-Dichlorophenyl)-4-[4-(N-ethylisobutyramido)-piperidino]butyl]-N-methylbenzamide), C1(CCCCC1)N(C(C)=O)C1CCN(CC1)CCC(CN(C(C1=CC=CC=C1)=O)C)C1=CC(=C(C=C1)Cl)Cl (N-[4-[4-(N-Cyclohexylacetamido)piperidino]-2-(3,4-dichlorophenyl)-butyl]-N-methylbenzamide), C(C=C)N(C(C)=O)C1CCN(CC1)CCC(CN(C(C1=CC=CC=C1)=O)C)C1=CC(=C(C=C1)Cl)Cl (N-[4-[4-(N-Allylacetamido)-piperidino]-2-(3,4-dichloro-phenyl)butyl]-N-methylbenzamide). Product: C(C)(=O)NC1CCN(CC1)CCC(CN(C(C1=CC=CC=C1)=O)C)C1=CC(=C(C=C1)Cl)Cl (N-[4-(4-Acetamidopiperidino)-2-(3,4-dichlorophenyl)butyl]-N-methylbenzamide). As a reaction SMILES: C([N:5]([CH:9]1[CH2:14][CH2:13][N:12]([CH2:15][CH2:16][CH:17]([C:29]2[CH:34]=[CH:33][C:32]([Cl:35])=[C:31]([Cl:36])[CH:30]=2)[CH2:18][N:19]([CH3:28])[C:20](=[O:27])[C:21]2[CH:26]=[CH:25][CH:24]=[CH:23][CH:22]=2)[CH2:11][CH2:10]1)[C:6](=[O:8])[CH3:7])CCC.C1(N(C2CCN(CCC(C3C=CC(Cl)=C(Cl)C=3)CN(C)C(=O)C3C=CC=CC=3)CC2)C(=O)C)CCCCC1.ClC1C=C(C(CCN2CCC(N(CCCCCC)C(=O)C)CC2)CN(C)C(=O)C2C=CC=CC=2)C=CC=1Cl.ClC1C=C(C(CCN2CCC(N(C)C(=O)C)CC2)CN(C)C(=O)C2C=CC=CC=2)C=CC=1Cl.C(N(C1CCN(CCC(C2C=CC(Cl)=C(Cl)C=2)CN(C)C(=O)C2C=CC=CC=2)CC1)C(=O)C)C=C.ClC1C=C(C(CCN2CCC(N(CCC)C(=O)C)CC2)CN(C)C(=O)C2C=CC=CC=2)C=CC=1Cl.ClC1C=C(C(CCN2CCC(N(C(C)C)C(=O)C)CC2)CN(C)C(=O)C2C=CC=CC=2)C=CC=1Cl.ClC1C=C(C(CCN2CCC(N(CC)C(=O)CC)CC2)CN(C)C(=O)C2C=CC=CC=2)C=CC=1Cl.ClC1C=C(C(CCN2CCC(N(CC)C(=O)CCC)CC2)CN(C)C(=O)C2C=CC=CC=2)C=CC=1Cl.ClC1C=C(C(CCN2CCC(N(CC)C(=O)C(C)C)CC2)CN(C)C(=O)C2C=CC=CC=2)C=CC=1Cl.ClC1C=C(C(CCN2CCC(N(CC)C(=O)C(F)(F)F)CC2)CN(C)C(=O)C2C=CC=CC=2)C=CC=1Cl.ClC1C=C(C(CCN2CCC(N(CC)C(NC)=O)CC2)CN(C)C(=O)C2C=CC=CC=2)C=CC=1Cl.ClC1C=C(C(CCN2CCC(N(CC)C(N(C)C)=O)CC2)CN(C)C(=O)C2C=CC=CC=2)C=CC=1Cl.ClC1C=C(C(CCN2CCC(N(CC)C=O)CC2)CN(C)C(=O)C2C=CC=CC=2)C=CC=1Cl>>[C:6]([NH:5][CH:9]1[CH2:10][CH2:11][N:12]([CH2:15][CH2:16][CH:17]([C:29]2[CH:34]=[CH:33][C:32]([Cl:35])=[C:31]([Cl:36])[CH:30]=2)[CH2:18][N:19]([CH3:28])[C:20](=[O:27])[C:21]2[CH:26]=[CH:25][CH:24]=[CH:23][CH:22]=2)[CH2:13][CH2:14]1)(=[O:8])[CH3:7]. Procedure: N-[2-(3,4-Dichlorophenyl)-4-[4-(H-ethylacetamido)-piperidino]butyl]-H-methylbenzamide; N-[4-[4-(N-Butylacetamido)-piperidino]-2-(3,4-dichloro-phenyl)butyl]-N-methylbenzamide; N-[4-[4-(N-Cyclohexylacetamido)piperidino]-2-(3,4-dichlorophenyl)-butyl]-N-methylbenzamide; N-[2-(3,4-Dichlorophenyl)-4-[4-(N-hexylacetamido)-piperidino]butyl]-N-methylbenzamide; N-[2-(3,4-Dichlorophenyl)-4-[4-(N-methylacetamido)-piperidino]butyl]-N-methylbenzamide; N-[4-[4-(N-Allylacetamido)-piperidino]-2-(3,4-dichloro-phe... The reactants are C(C)(C)(C)[Li] (tert-Butyl lithium), CC1=NC(=CC(=C1)C)C (2,4,6-trimethylpyridine), FC(C(CC(C)(C)C1=C(C=CC(=C1)F)OC)=O)(F)F (1,1,1-trifluoro-4-(5-fluoro-2-methoxyphenyl)-4-methylpentan-2-one). The solvent is C1CCOC1 (THF), C1CCOC1 (THF). Conditions: temperature -70 celsius, time 15 minute. Yields the product FC(C(CC(C)(C)C1=C(C=CC(=C1)F)OC)(O)CC1=NC(=CC(=C1)C)C)(F)F (1,1,1-trifluoro-4-(5-fluoro-2-methoxyphenyl)-2-(4,6-dimethylpyridin-2-ylmethyl)-4-methylpentan-2-ol). Isolated yield 30.0%. RXN SMILES: C([Li])(C)(C)C.[CH3:6][C:7]1[CH:12]=[C:11]([CH3:13])[CH:10]=[C:9]([CH3:14])[N:8]=1.[F:15][C:16]([F:33])([F:32])[C:17](=[O:31])[CH2:18][C:19]([C:22]1[CH:27]=[C:26]([F:28])[CH:25]=[CH:24][C:23]=1[O:29][CH3:30])([CH3:21])[CH3:20]>C1COCC1>[F:33][C:16]([F:15])([F:32])[C:17]([CH2:6][C:7]1[CH:12]=[C:11]([CH3:13])[CH:10]=[C:9]([CH3:14])[N:8]=1)([OH:31])[CH2:18][C:19]([C:22]1[CH:27]=[C:26]([F:28])[CH:25]=[CH:24][C:23]=1[O:29][CH3:30])([CH3:21])[CH3:20]. Reported procedure: tert-Butyl lithium (1.7 M in pentane, 0.5 mL) was added dropwise to a solution of 2,4,6-trimethylpyridine (0.12 g) in THF (0.5 mL) cooled to −70° C. under argon. The mixture was stirred at −70° C. for 15 minutes and 1,1,1-trifluoro-4-(5-fluoro-2-methoxyphenyl)-4-methylpentan-2-one (0.10 g) (Example 1) in THF (0.5 mL) was added. The reaction mixture was stirred for 20 minutes and then quenched with acetic acid. The mixture was diluted with EtOAc, washed with water, dried, filtered, and concentrat... The reactants are BrC1=C(COC2=CC(=C(C=C2)C2=NC3=C(N2C2CCCCC2)C=CC(=C3)C(=O)OC)F)C=C(C=C1)[N+](=O)[O-] (methyl 2-[4-(2-bromo-5-nitrobenzyloxy)-2-fluorophenyl]-1-cyclohexylbenzimidazole-5-carboxylate), O (water), ClC1=CC=C(C=C1)B(O)O (4-chlorophenylboronic acid), C(O)([O-])=O.[Na+] (sodium hydrogencarbonate). Reagents/catalysts: C=1C=CC(=CC1)[P](C=2C=CC=CC2)(C=3C=CC=CC3)[Pd]([P](C=4C=CC=CC4)(C=5C=CC=CC5)C=6C=CC=CC6)([P](C=7C=CC=CC7)(C=8C=CC=CC8)C=9C=CC=CC9)[P](C=1C=CC=CC1)(C=1C=CC=CC1)C=1C=CC=CC1 (tetrakis(triphenylphosphine)palladium). Run in C(OC)COC (dimethoxyethane). Yields the product ClC1=CC=C(C=C1)C1=C(COC2=CC(=C(C=C2)C2=NC3=C(N2C2CCCCC2)C=CC(=C3)C(=O)OC)F)C=C(C=C1)[N+](=O)[O-] (methyl 2-[4-{2-(4-chlorophenyl)-5-nitrobenzyloxy-}2-fluorophenyl]-1-cyclohexylbenzimidazole-5-carboxylate). Yield: 90.1%. Reaction SMILES: Br[C:2]1[CH:35]=[CH:34][C:33]([N+:36]([O-:38])=[O:37])=[CH:32][C:3]=1[CH2:4][O:5][C:6]1[CH:11]=[CH:10][C:9]([C:12]2[N:16]([CH:17]3[CH2:22][CH2:21][CH2:20][CH2:19][CH2:18]3)[C:15]3[CH:23]=[CH:24][C:25]([C:27]([O:29][CH3:30])=[O:28])=[CH:26][C:14]=3[N:13]=2)=[C:8]([F:31])[CH:7]=1.[Cl:39][C:40]1[CH:45]=[CH:44][C:43](B(O)O)=[CH:42][CH:41]=1.C(=O)([O-])O.[Na+].O>C(COC)OC.C1C=CC([P]([Pd]([P](C2C=CC=CC=2)(C2C=CC=CC=2)C2C=CC=CC=2)([P](C2C=CC=CC=2)(C2C=CC=CC=2)C2C=CC=CC=2)[P](C2C=CC=CC=2)(C2C=CC=CC=2)C2C=CC=CC=2)(C2C=CC=CC=2)C2C=CC=CC=2)=CC=1>[Cl:39][C:40]1[CH:45]=[CH:44][C:43]([C:2]2[CH:35]=[CH:34][C:33]([N+:36]([O-:38])=[O:37])=[CH:32][C:3]=2[CH2:4][O:5][C:6]2[CH:11]=[CH:10][C:9]([C:12]3[N:16]([CH:17]4[CH2:22][CH2:21][CH2:20][CH2:19][CH2:18]4)[C:15]4[CH:23]=[CH:24][C:25]([C:27]([O:29][CH3:30])=[O:28])=[CH:26][C:14]=4[N:13]=3)=[C:8]([F:31])[CH:7]=2)=[CH:42][CH:41]=1 |f:2.3,^1:64,66,85,104|. Procedure: Methyl 2-[4-(2-bromo-5-nitrobenzyloxy)-2-fluorophenyl]-1-cyclohexylbenzimidazole-5-carboxylate (2.0 g) obtained in Example 336, 4-chlorophenylboronic acid (590 mg) and tetrakis(triphenylphosphine)palladium (396 mg) were suspended in dimethoxyethane (40 ml), and saturated aqueous sodium hydrogencarbonate solution (20 ml) was added, which was followed by refluxing under heating for 1 hr. The reaction mixture was allowed to cool, water was added and the mixture was extracted with chloroform. The or... Reactants: C(C)(=O)O[C@H]1[C@H](C[C@]23[C@](CC4=C(C=5CNC(C5C=C4OCC4=CC=CC=C4)=O)O2)([C@H](CC[C@H]3C1(C)C)C)C)O ((6aR,7S,9aS,11R,12S,13aS)-11-acetoxy-5-benzyloxy-2,3,6,6a,7,8,9,9a,10,11,12,13-dodecahydro-12-hydroxy-6a,7,10,10-tetramethyl-3-oxo-1H-benzo[8,8a][1]benzopyrano[2,3-e]isoindole), CC(=O)C.OS(=O)(=O)O.O=[Cr](=O)=O (Jones reagent), C(O)([O-])=O.[Na+] (sodium hydrogen carbonate), C(C)(C)O (isopropanol). Solvent: CC(=O)C (acetone). Reaction conditions: time 30 minute. Product: C(C)(=O)O[C@@H]1C(C[C@]23[C@](CC4=C(C=5CNC(C5C=C4OCC4=CC=CC=C4)=O)O2)([C@H](CC[C@H]3C1(C)C)C)C)=O ((6aR,7S,9aS,11S,13aS)-11-acetoxy-5-benzyloxy-2,3,6,6a,7,8,9,9a,10,11,12,13-dodecahydro-6a,7,10,10-tetramethyl-3,12-dioxo-1H-benzo[8,8a][1]benzopyrano[2,3-e]isoindole). Isolated yield 86.4%. Reaction SMILES: [C:1]([O:4][C@@H:5]1[C:34]([CH3:36])([CH3:35])[C@H:33]2[C@@:8]3([O:29][C:12]4[C:13]5[CH2:14][NH:15][C:16](=[O:28])[C:17]=5[CH:18]=[C:19]([O:20][CH2:21][C:22]5[CH:27]=[CH:26][CH:25]=[CH:24][CH:23]=5)[C:11]=4[CH2:10][C@:9]3([CH3:38])[C@@H:30]([CH3:37])[CH2:31][CH2:32]2)[CH2:7][C@@H:6]1[OH:39])(=[O:3])[CH3:2].CC(C)=O.OS(O)(=O)=O.O=[Cr](=O)=O.C(O)(C)C.C(=O)([O-])O.[Na+]>CC(C)=O>[C:1]([O:4][C@H:5]1[C:34]([CH3:36])([CH3:35])[C@H:33]2[C@@:8]3([O:29][C:12]4[C:13]5[CH2:14][NH:15][C:16](=[O:28])[C:17]=5[CH:18]=[C:19]([O:20][CH2:21][C:22]5[CH:23]=[CH:24][CH:25]=[CH:26][CH:27]=5)[C:11]=4[CH2:10][C@:9]3([CH3:38])[C@@H:30]([CH3:37])[CH2:31][CH2:32]2)[CH2:7][C:6]1=[O:39])(=[O:3])[CH3:2] |f:1.2.3,5.6|. Procedure: To a solution of Compound (49f) (Step-2 in Example 55) (116 mg, 0.22 mmol) in 5.0 ml of acetone was added dropwise 65 μl (0.26 mmol) of the Jones reagent under ice-cooling, and the mixture stirred for 30 min at the same temperature. To the reaction mixture was added 100 μl of isopropanol. The mixture was stirred for 5 min, neutralized with an aqueous saturated sodium hydrogen carbonate solution, and concentrated under reduced pressure to a half volume. After addition of water, the mixture was ex... Conditions: time 30 minute. Solvent: O1CCOCC1 (dioxane), O1CCOCC1 (dioxane). Reported procedure: 224 mg of 5-(2-{[tert-butyl(dimethyl)silyl]oxy}ethoxy)-2-[1-(4-ethoxy-2,6-difluorobenzyl)-1H-indazol-3-yl]-N-(pyridin-4-yl)pyrimidin-4-amine (0.337 mmol, 1. eq.) were dissolved in 3 ml of dry dioxane under nitrogen atmosphere. 442 μl of 4 M hydrogen chloride solution in dioxane were added and gave immediately a suspension. This suspension was stirred for 30 minutes. Then 10 ml of a aq. saturated sodium hydrogen carbonate solution were added. The suspension was filtered off and washed with water ... RXN SMILES: [Si]([O:8][CH2:9][CH2:10][O:11][C:12]1[C:13]([NH:39][C:40]2[CH:45]=[CH:44][N:43]=[CH:42][CH:41]=2)=[N:14][C:15]([C:18]2[C:26]3[C:21](=[CH:22][CH:23]=[CH:24][CH:25]=3)[N:20]([CH2:27][C:28]3[C:33]([F:34])=[CH:32][C:31]([O:35][CH2:36][CH3:37])=[CH:30][C:29]=3[F:38])[N:19]=2)=[N:16][CH:17]=1)(C(C)(C)C)(C)C.Cl.C(=O)([O-])O.[Na+]>O1CCOCC1>[CH2:36]([O:35][C:31]1[CH:30]=[C:29]([F:38])[C:28]([CH2:27][N:20]2[C:21]3[C:26](=[CH:25][CH:24]=[CH:23][CH:22]=3)[C:18]([C:15]3[N:14]=[C:13]([NH:39][C:40]4[CH:41]=[CH:42][N:43]=[CH:44][CH:45]=4)[C:12]([O:11][CH2:10][CH2:9][OH:8])=[CH:17][N:16]=3)=[N:19]2)=[C:33]([F:34])[CH:32]=1)[CH3:37] |f:2.3|. Reactants: Cl (hydrogen chloride), [Si](C)(C)(C(C)(C)C)OCCOC=1C(=NC(=NC1)C1=NN(C2=CC=CC=C12)CC1=C(C=C(C=C1F)OCC)F)NC1=CC=NC=C1 (5-(2-{[tert-butyl(dimethyl)silyl]oxy}ethoxy)-2-[1-(4-ethoxy-2,6-difluorobenzyl)-1H-indazol-3-yl]-N-(pyridin-4-yl)pyrimidin-4-amine), C(O)([O-])=O.[Na+] (sodium hydrogen carbonate). The product is C(C)OC1=CC(=C(CN2N=C(C3=CC=CC=C23)C2=NC=C(C(=N2)NC2=CC=NC=C2)OCCO)C(=C1)F)F (2-({2-[1-(4-ethoxy-2,6-difluorobenzyl)-1H-indazol-3-yl]-4-(pyridin-4-ylamino)pyrimidin-5-yl}oxy)ethanol). The reactants are O=C(CC(=O)OCC)CCCCCC (ethyl 3-oxo-pelargonate), Cl.NO (hydroxylamine hydrochloride), N1=CC=CC=C1 (pyridine). The product is C(CCCC)NC(CCCCC)=C1C(=NOC1=O)CCCCCC (4-[1'-(N-Pentylamino)-1-hexylidene]-3-n-hexylisoxazol-5(4H)-one). Reaction SMILES: O=[C:2]([CH2:9][CH2:10][CH2:11][CH2:12][CH2:13][CH3:14])[CH2:3][C:4]([O:6]CC)=O.Cl.[NH2:16][OH:17].[N:18]1[CH:23]=[CH:22][CH:21]=[CH:20][CH:19]=1>>[CH2:23]([NH:18][C:4](=[C:3]1[C:4](=[O:6])[O:17][N:16]=[C:2]1[CH2:9][CH2:10][CH2:11][CH2:12][CH2:13][CH3:14])[CH2:3][CH2:2][CH2:9][CH2:10][CH3:11])[CH2:22][CH2:21][CH2:20][CH3:19] |f:1.2|. Procedure: 3-n-Hexylisoxazol-5(4H)-one is obtained in 99% yield as a reddish liquid by holding ethyl 3-oxo-pelargonate at reflux temperature for 1 hour with one equivalent of hydroxylamine hydrochloride and one equivalent of pyridine and thereafter working-up in the usual manner.